This data is from the Open Reaction Database (ORD), a public repository of structured organic reaction records. The task is: describe an organic reaction: reactants, conditions, products, and yield Yields the product N#CCCCOc1cccc(CN2CCCCC2)c1. Reaction SMILES: [Br:17][CH2:18][CH2:19][CH2:20][C:21]#[N:22].[CH3:23][N:24]([CH3:25])[CH:26]=[O:27].[H-:1].[N:3]1([CH2:9][c:10]2[cH:11][c:12]([OH:16])[cH:13][cH:14][cH:15]2)[CH2:4][CH2:5][CH2:6][CH2:7][CH2:8]1.[Na+:2]>>[N:3]1([CH2:9][c:10]2[cH:11][c:12]([O:16][CH2:18][CH2:19][CH2:20][C:21]#[N:22])[cH:13][cH:14][cH:15]2)[CH2:4][CH2:5][CH2:6][CH2:7][CH2:8]1. The reactants are N#CCCCBr, CN(C)C=O, [H-], Oc1cccc(CN2CCCCC2)c1, [Na+]. Starting materials: NC1=C(C=C(C(=C1)C(F)(F)F)Cl)NC1=CC=C(C=C1)CCO (2-(4-{[2-amino-5-chloro-4-(trifluoromethyl)phenyl]amino}phenyl)ethanol), N1=C(C=CC=C1)C=O (2-pyridinecarboxaldehyde), CCO (EtOH), Pb(OAc)4. The solvent is CCOC(=O)C (EtOAc). Yields the product ClC=1C(=CC2=C(N(C(=N2)C2=NC=CC=C2)C2=CC=C(C=C2)CCO)C1)C(F)(F)F (2-{4-[6-chloro-2-(2-pyridinyl)-5-(trifluoromethyl)-1h-benzimidazol-1-yl]phenyl}ethanol). Isolated yield 51.8%. As a reaction SMILES: [NH2:1][C:2]1[CH:7]=[C:6]([C:8]([F:11])([F:10])[F:9])[C:5]([Cl:12])=[CH:4][C:3]=1[NH:13][C:14]1[CH:19]=[CH:18][C:17]([CH2:20][CH2:21][OH:22])=[CH:16][CH:15]=1.[N:23]1[CH:28]=[CH:27][CH:26]=[CH:25][C:24]=1[CH:29]=O.CCO>CCOC(C)=O>[Cl:12][C:5]1[C:6]([C:8]([F:10])([F:11])[F:9])=[CH:7][C:2]2[N:1]=[C:29]([C:24]3[CH:25]=[CH:26][CH:27]=[CH:28][N:23]=3)[N:13]([C:14]3[CH:19]=[CH:18][C:17]([CH2:20][CH2:21][OH:22])=[CH:16][CH:15]=3)[C:3]=2[CH:4]=1. Procedure: A mixture of 2-(4-{[2-amino-5-chloro-4-(trifluoromethyl)phenyl]amino}phenyl)ethanol (1.83 g, 5.54 mmol), 2-pyridinecarboxaldehyde (0.53 ml, 5.54 mmol), and EtOH (40 ml) was refluxed for 1 hour. After cooling to room temperature, the solvent was removed. The residue was dissolved with benzene (50 ml) and treated with Pb(OAc)4 (3.38 g, 6.10 mmol) at room temperature for 1 hour. The mixture was diluted with EtOAc and the solution was washed with sat. NaHCO3 aq. and brine. The organic fraction was d...